From a dataset of the Open Reaction Database (ORD), a public repository of structured organic reaction records. describe an organic reaction: reactants, conditions, products, and yield Reactants: O=C(O)c1cc(-c2ccco2)n(Cc2cc(-c3ccc(Cl)s3)on2)n1, ClCCl, Nc1ccc(N2CCOCC2=O)cc1. Yields the product O=C(Nc1ccc(N2CCOCC2=O)cc1)c1cc(-c2ccco2)n(Cc2cc(-c3ccc(Cl)s3)on2)n1. RXN SMILES: [Cl:1][c:2]1[cH:3][cH:4][c:5](-[c:7]2[cH:8][c:9]([CH2:12][n:13]3[n:14][c:15]([C:23](=[O:24])[OH:25])[cH:16][c:17]3-[c:18]3[o:19][cH:20][cH:21][cH:22]3)[n:10][o:11]2)[s:6]1.[Cl:40][CH2:41][Cl:42].[NH2:26][c:27]1[cH:28][cH:29][c:30]([N:33]2[C:34](=[O:39])[CH2:35][O:36][CH2:37][CH2:38]2)[cH:31][cH:32]1>>[Cl:1][c:2]1[cH:3][cH:4][c:5](-[c:7]2[cH:8][c:9]([CH2:12][n:13]3[n:14][c:15]([C:23](=[O:24])[NH:26][c:27]4[cH:28][cH:29][c:30]([N:33]5[C:34](=[O:39])[CH2:35][O:36][CH2:37][CH2:38]5)[cH:31][cH:32]4)[cH:16][c:17]3-[c:18]3[o:19][cH:20][cH:21][cH:22]3)[n:10][o:11]2)[s:6]1. The reactants are NC=1SC=C(C1C(=O)OCC)C1=C(C=CC=C1)OC (Ethyl 2-amino-4-(2-methoxyphenyl)thiophene-3-carboxylate), C1(CC1)C(=O)N (cyclopropanecarboxamide), [P+2](Cl)(Cl)Cl (phosphorous (V) trichloride). Solvent: C(Cl)Cl (DCM). Run at temperature 100 celsius. The product is ClC=1C2=C(N=C(N1)C1CC1)SC=C2C2=C(C=CC=C2)OC (4-chloro-2-cyclopropyl-5-(2-methoxyphenyl)thieno[2,3-d]pyrimidine). Isolated yield 44.6%. RXN SMILES: [NH2:1][C:2]1[S:3][CH:4]=[C:5]([C:12]2[CH:17]=[CH:16][CH:15]=[CH:14][C:13]=2[O:18][CH3:19])[C:6]=1[C:7](OCC)=O.[CH:20]1([C:23]([NH2:25])=O)[CH2:22][CH2:21]1.[P+2](Cl)(Cl)[Cl:27]>C(Cl)Cl>[Cl:27][C:7]1[C:6]2[C:5]([C:12]3[CH:17]=[CH:16][CH:15]=[CH:14][C:13]=3[O:18][CH3:19])=[CH:4][S:3][C:2]=2[N:1]=[C:23]([CH:20]2[CH2:22][CH2:21]2)[N:25]=1. Procedure: Ethyl 2-amino-4-(2-methoxyphenyl)thiophene-3-carboxylate (1 g, 3.606 mmol), cyclopropanecarboxamide (0.3069 g, 3.606 mmol) and phosphorous (V) trichloride (0.6723 mL, 7.212 mmol) were combined and heated to 100° C. over the weekend in a Reactivial. The reaction mixture was diluted with DCM (25 mL), washed with water (2×25 mL), dried over Na2SO4 and concentrated at reduced pressure. The resulting residue was purified by flash chromatography, eluting with a gradient of petroleum ether to 50/50 pet... Starting materials: N([C@H](CCCCNC(=O)OC(C)(C)C)C(=O)N[C@@H](CC1=CC=CC=C1)C(=O)N[C@@H](CCCNC(N)=N)C(=O)O)C(=O)OCC1=CC=CC=C1 (Z-D-Lys(BOC)-Phe-Arg), Cl (HCl). Reagents/catalysts: [Pd] (palladium black). Solvent: CO (MeOH). Run at time 8 hour. The product is N[C@H](CCCCNC(=O)OC(C)(C)C)C(=O)N[C@@H](CC1=CC=CC=C1)C(=O)N[C@@H](CCCNC(N)=N)C(=O)O (H-D-Lys(BOC)-Phe-Arg). As a reaction SMILES: [NH:1](C(OCC1C=CC=CC=1)=O)[C@@H:2]([C:15]([NH:17][C@H:18]([C:26]([NH:28][C@H:29]([C:37]([OH:39])=[O:38])[CH2:30][CH2:31][CH2:32][NH:33][C:34](=[NH:36])[NH2:35])=[O:27])[CH2:19][C:20]1[CH:25]=[CH:24][CH:23]=[CH:22][CH:21]=1)=[O:16])[CH2:3][CH2:4][CH2:5][CH2:6][NH:7][C:8]([O:10][C:11]([CH3:14])([CH3:13])[CH3:12])=[O:9].Cl>[Pd].CO>[NH2:1][C@@H:2]([C:15]([NH:17][C@H:18]([C:26]([NH:28][C@H:29]([C:37]([OH:39])=[O:38])[CH2:30][CH2:31][CH2:32][NH:33][C:34](=[NH:35])[NH2:36])=[O:27])[CH2:19][C:20]1[CH:21]=[CH:22][CH:23]=[CH:24][CH:25]=1)=[O:16])[CH2:3][CH2:4][CH2:5][CH2:6][NH:7][C:8]([O:10][C:11]([CH3:13])([CH3:14])[CH3:12])=[O:9]. Reported procedure: Into 75 ml of MeOH was dissolved 8.9 g (10.4 mmoles) of Z-D-Lys(BOC)-Phe-Arg-CHA.HCl. After adding 1 gram of palladium black, it was catalytically reduced at 30° C. for 8 hours. After the reaction, the catalyst was filtered off and the solvent was distilled off under reduced pressure. Thus, 6.4 g (85.3%; a foamed product) of H-D-Lys(BOC)-Phe-Arg-CHA.2HCl was obtained. Starting materials: FC(C(=O)NC1CC2=CC=C(C=C2C1)NC1=NC=CC(=N1)C=1C(=NN2C1C=CC=C2)C2=CC(=CC=C2)NC(CC=2SC=CC2)=O)(F)F (2,2,2-Trifluoro-N-(5-{[4-(2-{3-[(2-thienylacetyl)amino]phenyl}pyrazolo[1,5-a]pyridin-3-yl)-2-pyrimidinyl]amino}-2,3-dihydro-1H-inden-2-yl)acetamide), [Li+].[OH-] (LiOH), [Li+].[OH-] (LiOH). Solvent: CO (MeOH). Yields the product NC1CC2=CC=C(C=C2C1)NC1=NC=CC(=N1)C=1C(=NN2C1C=CC=C2)C=2C=C(C=CC2)NC(CC=2SC=CC2)=O (N-[3-(3-{2-[(2-Amino-2,3-dihydro-1H-inden-5-yl)amino]-4-pyrimidinyl}pyrazolo[1,5-a]pyridin-2-yl)phenyl]-2-(2-thienyl)acetamide). The yield is 79.7%. RXN SMILES: FC(F)(F)C([NH:5][CH:6]1[CH2:14][C:13]2[C:8](=[CH:9][CH:10]=[C:11]([NH:15][C:16]3[N:21]=[C:20]([C:22]4[C:23]([C:31]5[CH:36]=[CH:35][CH:34]=[C:33]([NH:37][C:38](=[O:45])[CH2:39][C:40]6[S:41][CH:42]=[CH:43][CH:44]=6)[CH:32]=5)=[N:24][N:25]5[CH:30]=[CH:29][CH:28]=[CH:27][C:26]=45)[CH:19]=[CH:18][N:17]=3)[CH:12]=2)[CH2:7]1)=O.[Li+].[OH-]>CO>[NH2:5][CH:6]1[CH2:14][C:13]2[C:8](=[CH:9][CH:10]=[C:11]([NH:15][C:16]3[N:21]=[C:20]([C:22]4[C:23]([C:31]5[CH:32]=[C:33]([NH:37][C:38](=[O:45])[CH2:39][C:40]6[S:41][CH:42]=[CH:43][CH:44]=6)[CH:34]=[CH:35][CH:36]=5)=[N:24][N:25]5[CH:30]=[CH:29][CH:28]=[CH:27][C:26]=45)[CH:19]=[CH:18][N:17]=3)[CH:12]=2)[CH2:7]1 |f:1.2|. Procedure: 2,2,2-Trifluoro-N-(5-{[4-(2-{3-[(2-thienylacetyl)amino]phenyl}pyrazolo[1,5-a]pyridin-3-yl)-2-pyrimidinyl]amino}-2,3-dihydro-1H-inden-2-yl)acetamide (61 mg, 0.09 mmol) was stirred with LiOH (20 mg, 0.47 mmol) in MeOH (5 mL) at rt. After 24 h. additional LiOH (20 mg, 0.47 mmol) was added and the reaction stirred until complete conversion was indicated by LC/MS analysis. The MeOH was removed under vacuum and the residue partitioned between EtOAc and water. The organic was washed with brine and drie... Starting materials: CC(C)(C)[Si](C)(C)Cl, O=C1CCC(CO)O1, O=C(O)CC(O)(CC(=O)O)C(=O)O, c1c[nH]cn1. Yields the product CC(C)(C)[Si](C)(C)OCC1CCC(=O)O1. As a reaction SMILES: [Cl:14][Si:15]([CH3:16])([CH3:17])[C:18]([CH3:19])([CH3:20])[CH3:21].[OH:1][CH2:2][CH:3]1[CH2:4][CH2:5][C:6](=[O:8])[O:7]1.[OH:22][C:23]([CH2:24][C:25]([C:26](=[O:27])[OH:28])([CH2:29][C:30](=[O:31])[OH:32])[OH:33])=[O:34].[nH:9]1[cH:10][cH:11][n:12][cH:13]1>>[O:1]([CH2:2][CH:3]1[CH2:4][CH2:5][C:6](=[O:8])[O:7]1)[Si:15]([CH3:16])([CH3:17])[C:18]([CH3:19])([CH3:20])[CH3:21]. Reactants: ClC1=CC=C2C(CCNC2=C1)=O (7-chloro-1,2,3,4-tetrahydroquinolin-4-one), C(C)N(CCCC(C)N)CC (1-diethylamino-4-aminopentane). Yields the product CCN(CC)CCCC(C)NC=1C=CN=C2C1C=CC(=C2)Cl (chloroquine). Reaction SMILES: [Cl:1][C:2]1[CH:11]=[C:10]2[C:5]([C:6](=O)[CH2:7][CH2:8][NH:9]2)=[CH:4][CH:3]=1.[CH2:13]([N:15]([CH2:22][CH3:23])[CH2:16][CH2:17][CH2:18][CH:19]([NH2:21])[CH3:20])[CH3:14]>>[CH3:14][CH2:13][N:15]([CH2:16][CH2:17][CH2:18][CH:19]([NH:21][C:6]1[CH:7]=[CH:8][N:9]=[C:10]2[CH:11]=[C:2]([Cl:1])[CH:3]=[CH:4][C:5]=12)[CH3:20])[CH2:22][CH3:23]. Procedure: 17.8 millimols, representing a yield (determined) of 99% relative to the 7-chloro-1,2,3,4-tetrahydroquinolin-4-one converted, and of 96.3% relative to the 1-diethylamino-4-aminopentane converted, and The reactants are FC=1C=C2C(CC(NC2=C(C1)C(=O)O)C1=CC(=CC=C1)N1CCN(CC1)C1=C(C=CC=C1)C)(C)C (6-fluoro-4,4-dimethyl-2-[3-(4-o-tolyl-piperazin-1-yl)-phenyl]-1,2,3,4-tetrahydro-quinoline-8-carboxylic acid), 1-3-dimethylaminopropyl-3-ethylcarbodiimide hydrochloride, CS(=O)(=O)N (methane sulfonamide). Reagents/catalysts: CN(C1=CC=NC=C1)C (4-dimethylaminopyridine). Run in ClCCl (dichloromethane). Product: FC=1C=C2C(CC(NC2=C(C1)C(=O)NS(=O)(=O)C)C1=CC(=CC=C1)N1CCN(CC1)C1=C(C=CC=C1)C)(C)C (N-{6-fluoro-4,4-dimethyl-2-[3-(4-o-tolyl-piperazin-1-yl)-phenyl]-1,2,3,4-tetrahydro-quinoline-8-carbonyl}-methanesulfonamide). Isolated yield 29.8%. Reaction SMILES: [F:1][C:2]1[CH:3]=[C:4]2[C:9](=[C:10]([C:12](O)=[O:13])[CH:11]=1)[NH:8][CH:7]([C:15]1[CH:20]=[CH:19][CH:18]=[C:17]([N:21]3[CH2:26][CH2:25][N:24]([C:27]4[CH:32]=[CH:31][CH:30]=[CH:29][C:28]=4[CH3:33])[CH2:23][CH2:22]3)[CH:16]=1)[CH2:6][C:5]2([CH3:35])[CH3:34].[CH3:36][S:37]([NH2:40])(=[O:39])=[O:38]>CN(C)C1C=CN=CC=1.ClCCl>[F:1][C:2]1[CH:3]=[C:4]2[C:9](=[C:10]([C:12]([NH:40][S:37]([CH3:36])(=[O:39])=[O:38])=[O:13])[CH:11]=1)[NH:8][CH:7]([C:15]1[CH:20]=[CH:19][CH:18]=[C:17]([N:21]3[CH2:22][CH2:23][N:24]([C:27]4[CH:32]=[CH:31][CH:30]=[CH:29][C:28]=4[CH3:33])[CH2:25][CH2:26]3)[CH:16]=1)[CH2:6][C:5]2([CH3:35])[CH3:34]. Procedure: A mixture of 6-fluoro-4,4-dimethyl-2-[3-(4-o-tolyl-piperazin-1-yl)-phenyl]-1,2,3,4-tetrahydro-quinoline-8-carboxylic acid (100 mg, 0.21 mmol), 1-3-dimethylaminopropyl-3-ethylcarbodiimide hydrochloride (60 mg, 0.31 mmol), 4-dimethylaminopyridine (38 mg, 0.31 mmol), methane sulfonamide (60 mg, 0.63 mmol) in dichloromethane (10 mL) was refluxed for 12 h. Removal of the solvent to afford the oil residue. Purification by Waters automated flash system (column: Xterra 30 mm×100 mm, sample manager 2767,... Procedure: (E)-N-(3-(4-(4-phenoxyphenoxy)pyridin-3-yl)benzyl)but-2-enamide was prepared from (3-(4-(4-phenoxyphenoxy)pyridin-3-yl)phenyl)methanamine and (E)-but-2-enoic acid using Method E (72% yield). HPLC: 95%, RT=4.079 min. MS: m/z=437 [M+H]+, RT=4.07 min. 1H-NMR (DMSO-d6) δ 8.51 (s, 1H), 8.42-8.39 (m, 2H), 7.53-7.52 (m, 2H), 7.43-7.37 (m, 3H), 7.28 (d, 1H), 7.19 (d, 2H), 7.14 (t, 1H), 7.08 (d, 2H), 7.02 (d, 2H), 6.78 (d, 1H), 6.63 (qd, 1H), 5.94 (d, 1H), 4.38 (d, 2H), 1.76 (d, 3H). As a reaction SMILES: [O:1]([C:8]1[CH:28]=[CH:27][C:11]([O:12][C:13]2[CH:18]=[CH:17][N:16]=[CH:15][C:14]=2[C:19]2[CH:20]=[C:21]([CH2:25][NH2:26])[CH:22]=[CH:23][CH:24]=2)=[CH:10][CH:9]=1)[C:2]1[CH:7]=[CH:6][CH:5]=[CH:4][CH:3]=1.[C:29](O)(=[O:33])/[CH:30]=[CH:31]/[CH3:32]>>[O:1]([C:8]1[CH:9]=[CH:10][C:11]([O:12][C:13]2[CH:18]=[CH:17][N:16]=[CH:15][C:14]=2[C:19]2[CH:20]=[C:21]([CH:22]=[CH:23][CH:24]=2)[CH2:25][NH:26][C:29](=[O:33])/[CH:30]=[CH:31]/[CH3:32])=[CH:27][CH:28]=1)[C:2]1[CH:7]=[CH:6][CH:5]=[CH:4][CH:3]=1. The yield is 72.0%. The product is O(C1=CC=CC=C1)C1=CC=C(OC2=C(C=NC=C2)C=2C=C(CNC(\C=C\C)=O)C=CC2)C=C1 ((E)-N-(3-(4-(4-phenoxyphenoxy)pyridin-3-yl)benzyl)but-2-enamide). Reactants: O(C1=CC=CC=C1)C1=CC=C(OC2=C(C=NC=C2)C=2C=C(C=CC2)CN)C=C1 ((3-(4-(4-phenoxyphenoxy)pyridin-3-yl)phenyl)methanamine), C(\C=C\C)(=O)O ((E)-but-2-enoic acid).